From a dataset of the Open Reaction Database (ORD), a public repository of structured organic reaction records. describe an organic reaction: reactants, conditions, products, and yield The reactants are C(=O)(OC(C)(C)C)N[C@@H](CCSC(F)(F)F)C(=O)O (N-Boc-trifluoromethionine), FC1=C(N)C=CC(=C1)F (2,4-difluoroaniline), CN1CCOCC1 (N-methylmorpholine), ClC(=O)OCC(C)C (isobutyl chloroformate). The solvent is C1CCOC1 (THF), N#N (N2). Product: C(C)(C)(C)OC(NC(CCSC(F)(F)F)C(NC1=CC(=CC(=C1)OC)OC)=O)=O ([1-(3,5-dimethoxy-phenylcarbamoyl)-3-trifluoromethylsulfanyl-propy1]-carbamic acid tert-butyl ester). Yield: 71.0%. As a reaction SMILES: [C:1]([NH:8][C@H:9]([C:17]([OH:19])=O)[CH2:10][CH2:11][S:12][C:13]([F:16])([F:15])[F:14])([O:3][C:4]([CH3:7])([CH3:6])[CH3:5])=[O:2].CN1[CH2:26][CH2:25][O:24][CH2:23]C1.Cl[C:28](OCC(C)C)=[O:29].F[C:36]1C=C(F)[CH:40]=[CH:39][C:37]=1[NH2:38]>C1COCC1.N#N>[C:4]([O:3][C:1](=[O:2])[NH:8][CH:9]([C:17](=[O:19])[NH:38][C:37]1[CH:39]=[C:40]([O:29][CH3:28])[CH:26]=[C:25]([O:24][CH3:23])[CH:36]=1)[CH2:10][CH2:11][S:12][C:13]([F:14])([F:15])[F:16])([CH3:5])([CH3:6])[CH3:7]. Reported procedure: N-Boc-trifluoromethionine (189 mg, 0.758 mmol) was dissolved in dry THF in the presence of N2, and the temperature was adjusted to −78° C. Subsequently, N-methylmorpholine (0.10 ml, 0.910 mmol) was added thereto, and the mixture was stirred. Two minutes later, isobutyl chloroformate (0.12 ml, 0.923 mmol) was added thereto, and the mixture was stirred for 2 minutes. Finally, 2,4-difluoroaniline (0.13 ml, 0.923 mmol) was added thereto. TLC was performed to confirm disappearance of the starting com... Reactants: [Li]CCCC, Cc1ccc(O)cn1, O=C1CCOCC1, C1CCOC1. Product: Oc1ccc(CC2(O)CCOCC2)nc1. RXN SMILES: [CH2:9]([Li:10])[CH2:11][CH2:12][CH3:13].[CH3:1][c:2]1[cH:3][cH:4][c:5]([OH:8])[cH:6][n:7]1.[O:14]1[CH2:15][CH2:16][C:17](=[O:20])[CH2:18][CH2:19]1.[O:21]1[CH2:22][CH2:23][CH2:24][CH2:25]1>>[CH2:1]([c:2]1[cH:3][cH:4][c:5]([OH:8])[cH:6][n:7]1)[C:17]1([OH:20])[CH2:16][CH2:15][O:14][CH2:19][CH2:18]1. Starting materials: C1(=CC=CC=C1)C (toluene), C(C)(C)(C)OC(=O)N1CCN(CC1)C1=NC=C(C=C1Br)Br (4-(3,5-dibromopyridin-2-yl)piperazine-1-carboxylic acid tert-butyl ester), P(=O)([O-])([O-])[O-].[K+].[K+].[K+] (tripotassium phosphate), C1(CC1)B(O)O (cyclopropylboronic acid). The reagents and catalysts are C1CCC(CC1)P(C2CCCCC2)C3CCCCC3.C1CCC(CC1)P(C2CCCCC2)C3CCCCC3.[Cl-].[Cl-].[Pd+2] (bis(tricyclohexylphosphine)palladium (II) dichloride). The solvent is O (water). Yields the product C(C)(C)(C)OC(=O)N1CCN(CC1)C1=NC=C(C=C1C1CC1)C1CC1 (4-(3,5-dicyclopropylpyridin-2-yl)piperazine-1-carboxylic acid tert-butyl ester). As a reaction SMILES: [C:1]([O:5][C:6]([N:8]1[CH2:13][CH2:12][N:11]([C:14]2[C:19](Br)=[CH:18][C:17](Br)=[CH:16][N:15]=2)[CH2:10][CH2:9]1)=[O:7])([CH3:4])([CH3:3])[CH3:2].P([O-])([O-])([O-])=O.[K+].[K+].[K+].[CH:30]1(B(O)O)[CH2:32][CH2:31]1.[C:36]1([CH3:42])C=CC=C[CH:37]=1>C1CCC(P(C2CCCCC2)C2CCCCC2)CC1.C1CCC(P(C2CCCCC2)C2CCCCC2)CC1.[Cl-].[Cl-].[Pd+2].O>[C:1]([O:5][C:6]([N:8]1[CH2:13][CH2:12][N:11]([C:14]2[C:19]([CH:30]3[CH2:32][CH2:31]3)=[CH:18][C:17]([CH:42]3[CH2:36][CH2:37]3)=[CH:16][N:15]=2)[CH2:10][CH2:9]1)=[O:7])([CH3:4])([CH3:3])[CH3:2] |f:1.2.3.4,7.8.9.10.11|. Reported procedure: To a mixture of 2,3,5-tribromopyridine (10 g), 1-Boc-piperazine (6 g) and potassium carbonate (20 g) was added 2-butanone (80 mL), and the mixture was refluxed for 8 hr. After cooling, water was added to the reaction mixture, and the mixture was extracted with ethyl acetate. The organic layer was washed with saturated brine, and the solvent was evaporated to give 4-(3,5-dibromopyridin-2-yl)piperazine-1-carboxylic acid tert-butyl ester (13 g). To a mixture of 4-(3,5-dibromopyridin-2-yl)piperazine... The solvent is C1CCOC1 (THF), C(=O)O (formic acid). Reactants: ClC=1C=C(C=CC1)[Mg]Br (3-chlorophenylmagnesium bromide), COCC(=O)OC (methyl 2-methoxyacetate). The product is ClC=1C=C(C=CC1)C(COC)(O)C1=CC(=CC=C1)Cl (1,1-bis(3-chlorophenyl)-2-methoxyethanol). Procedure details: A solution of 1,1-bis(3-chlorophenyl)-2-methoxyethanol (47 g) (obtained by the reaction of 3-chlorophenylmagnesium bromide with methyl 2-methoxyacetate in THF) in formic acid (44 cc) is heated to reflux for 5 hours, cooled and poured into a mixture of saturated sodium carbonate solution (500 cc) and ethyl acetate (300 cc). The organic phase is washed with water (3×250 cc) and with saturated sodium chloride solution (200 cc), then dried and concentrated to dryness under reduced pressure (2.7 kPa)... RXN SMILES: [Cl:1][C:2]1[CH:3]=[C:4]([Mg]Br)[CH:5]=[CH:6][CH:7]=1.[CH3:10][O:11][CH2:12][C:13]([O:15]C)=O>C1COCC1.C(O)=O>[Cl:1][C:2]1[CH:3]=[C:4]([C:13]([C:6]2[CH:5]=[CH:4][CH:3]=[C:2]([Cl:1])[CH:7]=2)([OH:15])[CH2:12][O:11][CH3:10])[CH:5]=[CH:6][CH:7]=1. The reactants are CCc1cc(-c2c(CC)cccc2CC)ncc1C(=O)OC, ClCCl, O=C(OO)c1cccc(Cl)c1. Product: CCc1cc(-c2c(CC)cccc2CC)[n+]([O-])cc1C(=O)OC. Reaction SMILES: [CH3:1][O:2][C:3]([c:4]1[cH:5][n:6][c:7](-[c:12]2[c:13]([CH2:20][CH3:21])[cH:14][cH:15][cH:16][c:17]2[CH2:18][CH3:19])[cH:8][c:9]1[CH2:10][CH3:11])=[O:22].[Cl:34][CH2:35][Cl:36].[OH:23][O:24][C:25]([c:26]1[cH:27][c:28]([Cl:29])[cH:30][cH:31][cH:32]1)=[O:33]>>[CH3:1][O:2][C:3]([c:4]1[cH:5][n+:6]([O-:23])[c:7](-[c:12]2[c:13]([CH2:20][CH3:21])[cH:14][cH:15][cH:16][c:17]2[CH2:18][CH3:19])[cH:8][c:9]1[CH2:10][CH3:11])=[O:22]. Reactants: solution, Cl (hydrogen chloride), C(C)(C)(C)OC(=O)N1C(C[C@H](C1)O)COC1=C(C=CC=C1)CCCCC1=CC=CC=C1 ((4R)-1-t-butoxycarbonyl-4-hydroxy-2-[2-(4-phenylbutyl)phenoxymethyl]pyrrolidine). Run in O1CCOCC1 (dioxane), O1CCOCC1 (dioxane). Reaction conditions: time 2 hour. Yields the product Cl.O[C@@H]1CC(NC1)COC1=C(C=CC=C1)CCCCC1=CC=CC=C1 ((4R)-4-Hydroxy-2-[2-(4-phenylbutyl)phenoxymethyl]pyrrolidine hydrochloride). The yield is 74.0%. Reaction SMILES: [ClH:1].C(OC([N:9]1[CH2:13][C@H:12]([OH:14])[CH2:11][CH:10]1[CH2:15][O:16][C:17]1[CH:22]=[CH:21][CH:20]=[CH:19][C:18]=1[CH2:23][CH2:24][CH2:25][CH2:26][C:27]1[CH:32]=[CH:31][CH:30]=[CH:29][CH:28]=1)=O)(C)(C)C>O1CCOCC1>[ClH:1].[OH:14][C@H:12]1[CH2:13][NH:9][CH:10]([CH2:15][O:16][C:17]2[CH:22]=[CH:21][CH:20]=[CH:19][C:18]=2[CH2:23][CH2:24][CH2:25][CH2:26][C:27]2[CH:28]=[CH:29][CH:30]=[CH:31][CH:32]=2)[CH2:11]1 |f:3.4|. Procedure: 3 ml of a 4N solution of hydrogen chloride in dioxane were added to a solution of 173 mg of (4R)-1-t-butoxycarbonyl-4-hydroxy-2-[2-(4-phenylbutyl)phenoxymethyl]pyrrolidine [prepared as described in step (b) above] in 3 ml of dioxane, and the resulting mixture was allowed to stand at room temperature for 2 hours. At the end of this time, the reaction mixture was concentrated by evaporation under reduced pressure, and the residue was dissolved in methylene chloride. Ethyl acetate was added to the ...